This data is from the Open Reaction Database (ORD), a public repository of structured organic reaction records. The task is: describe an organic reaction: reactants, conditions, products, and yield The reactants are COC=1C(CCCCN1)CCC (3,4,5,6-tetrahydro-7-methoxy-6-propyl-2H-azepine), [Cl-].[NH4+] (ammonium chloride). Solvent: CO (MeOH). Product: Cl.C(CC)C1C(NCCCC1)=N (hexahydro-3-propyl-1H-azepin-2-imine, monohydrochloride). The yield is 89.9%. RXN SMILES: CO[C:3]1[CH:4]([CH2:10][CH2:11][CH3:12])[CH2:5][CH2:6][CH2:7][CH2:8][N:9]=1.[Cl-:13].[NH4+:14]>CO>[ClH:13].[CH2:10]([CH:4]1[CH2:5][CH2:6][CH2:7][CH2:8][NH:9][C:3]1=[NH:14])[CH2:11][CH3:12] |f:1.2,4.5|. Procedure details: The product of EXAMPLE 111 (415 mg, 2.45 mmol) in 20 mL of MeOH was reacted with ammonium chloride (111 mg, 2.1 mmol) by the method of EXAMPLE 27 to yield 360 mg (76%) of the title material. Starting materials: CC(C)(C)OC(=O)N1CCC(CCOc2ccc(-n3nc(C(C)(C)C)cc3NC(=O)Nc3ccc(Oc4cccnc4)cc3)cc2)CC1, ClCCl, O=C(O)C(F)(F)F. The product is CC(C)(C)c1cc(NC(=O)Nc2ccc(Oc3cccnc3)cc2)n(-c2ccc(OCCC3CCNCC3)cc2)n1. RXN SMILES: [C:1]([O:2][C:3](=[O:4])[N:8]1[CH2:9][CH2:10][CH:11]([CH2:14][CH2:15][O:16][c:17]2[cH:18][cH:19][c:20](-[n:23]3[n:24][c:25]([C:45]([CH3:46])([CH3:47])[CH3:48])[cH:26][c:27]3[NH:28][C:29](=[O:30])[NH:31][c:32]3[cH:33][cH:34][c:35]([O:38][c:39]4[cH:40][n:41][cH:42][cH:43][cH:44]4)[cH:36][cH:37]3)[cH:21][cH:22]2)[CH2:12][CH2:13]1)([CH3:5])([CH3:6])[CH3:7].[Cl:56][CH2:57][Cl:58].[OH:49][C:50]([C:51]([F:52])([F:53])[F:54])=[O:55]>>[NH:8]1[CH2:9][CH2:10][CH:11]([CH2:14][CH2:15][O:16][c:17]2[cH:18][cH:19][c:20](-[n:23]3[n:24][c:25]([C:45]([CH3:46])([CH3:47])[CH3:48])[cH:26][c:27]3[NH:28][C:29](=[O:30])[NH:31][c:32]3[cH:33][cH:34][c:35]([O:38][c:39]4[cH:40][n:41][cH:42][cH:43][cH:44]4)[cH:36][cH:37]3)[cH:21][cH:22]2)[CH2:12][CH2:13]1. Reactants: O=C(Cl)OCc1ccccc1, Cc1ccccc1, S=C=NC1CCN(Cc2ccccc2)CC1. The product is O=C(OCc1ccccc1)N1CCC(N=C=S)CC1. RXN SMILES: [C:17]([O:18][CH2:19][c:20]1[cH:21][cH:22][cH:23][cH:24][cH:25]1)(=[O:26])[Cl:27].[CH3:28][c:29]1[cH:30][cH:31][cH:32][cH:33][cH:34]1.[N:1](=[C:2]=[S:3])[CH:4]1[CH2:5][CH2:6][N:7]([CH2:10][c:11]2[cH:12][cH:13][cH:14][cH:15][cH:16]2)[CH2:8][CH2:9]1>>[N:1](=[C:2]=[S:3])[CH:4]1[CH2:5][CH2:6][N:7]([C:17]([O:18][CH2:19][c:20]2[cH:21][cH:22][cH:23][cH:24][cH:25]2)=[O:26])[CH2:8][CH2:9]1. The reactants are ClC1=NC(=CC=C1)OC1=CC(=CC=C1)C(F)(F)F (2-Chloro-6-[3-(trifluoromethyl)phenoxy]pyridine), FC1=CC=C(N)C=C1 (4-fluoroaniline), C([O-])([O-])=O.[Na+].[Na+] (sodium carbonate). The reagents and catalysts are Cl[Pd]([P](C1=CC=CC=C1)(C2=CC=CC=C2)C3=CC=CC=C3)([P](C4=CC=CC=C4)(C5=CC=CC=C5)C6=CC=CC=C6)Cl (dichlorobis(triphenylphosphine)palladium(II)), COC1=CC=C(C=C1)P(C1=CC=C(C=C1)OC)C1=CC=C(C=C1)OC (tris(4-methoxyphenyl)phosphine). The solvent is C=1(C(=CC=CC1)C)C (xylene). Conditions: temperature 150 celsius, time 21 hour. The product is FC1=CC=C(C=C1)NC(=O)C1=NC(=CC=C1)OC1=CC(=CC=C1)C(F)(F)F (N-(4-Fluorophenyl)-6-[3-(trifluoromethyl)phenoxy]-pyridine-2-carboxamide). Yield: 112.2%. As a reaction SMILES: Cl[C:2]1[CH:7]=[CH:6][CH:5]=[C:4]([O:8][C:9]2[CH:14]=[CH:13][CH:12]=[C:11]([C:15]([F:18])([F:17])[F:16])[CH:10]=2)[N:3]=1.[F:19][C:20]1[CH:26]=[CH:25][C:23]([NH2:24])=[CH:22][CH:21]=1.[C:27](=O)([O-])[O-:28].[Na+].[Na+]>C1(C)C(C)=CC=CC=1.Cl[Pd](Cl)([P](C1C=CC=CC=1)(C1C=CC=CC=1)C1C=CC=CC=1)[P](C1C=CC=CC=1)(C1C=CC=CC=1)C1C=CC=CC=1.COC1C=CC(P(C2C=CC(OC)=CC=2)C2C=CC(OC)=CC=2)=CC=1>[F:19][C:20]1[CH:26]=[CH:25][C:23]([NH:24][C:27]([C:2]2[CH:7]=[CH:6][CH:5]=[C:4]([O:8][C:9]3[CH:14]=[CH:13][CH:12]=[C:11]([C:15]([F:18])([F:17])[F:16])[CH:10]=3)[N:3]=2)=[O:28])=[CH:22][CH:21]=1 |f:2.3.4,^1:43,62|. Reported procedure: 10.26 g (37.5 mmol) of 2-chloro-6-[3-(trifluoromethyl)phenoxy]pyridine (content: 99.5 percent, prepared according to Example 1), 6.25 g (56.2 mmol) of 4-fluoroaniline, 4.37 g (41.3 mmol) of sodium carbonate, 26.3 mg (37.5 μmol) of dichlorobis(triphenylphosphine)palladium(II) and 0.40 g (1.125 mmol) of tris(4-methoxyphenyl)phosphine (IV, R8 =R9 =R10 =methoxy) in 37.5 ml of xylene were placed in an autoclave at room temperature. The autoclave was flushed with inert gas, a carbon monoxide pressure ... The reagents and catalysts are [Cl-].[Zn+2].[Cl-] (zinc chloride), C=1C=CC(=CC1)[P](C=2C=CC=CC2)(C=3C=CC=CC3)[Pd]([P](C=4C=CC=CC4)(C=5C=CC=CC5)C=6C=CC=CC6)([P](C=7C=CC=CC7)(C=8C=CC=CC8)C=9C=CC=CC9)[P](C=1C=CC=CC1)(C=1C=CC=CC1)C=1C=CC=CC1 (Pd(PPh3)4). The reactants are resultant mixture, [BH3-]C#N.[Na+] (NaCNBH3), CC([C@H](C)N)C ((2s)-3-methyl-2-butanamine), BrC=1C=C2C(=CNC2=C(C1)C(=O)N)C1CCS(CC1)(=O)=O (5-bromo-3-(1,1-dioxidotetrahydro-2H-thiopyran-4-yl)-1H-indole-7-carboxamide), C(=O)C=1C=C(C=CC1)B(O)O ((3-formylphenyl)boronic acid), C(=O)([O-])[O-].[K+].[K+] (K2CO3). Solvent: CS(=O)C (DMSO), O1CCOCC1 (dioxane), O (water). Run at temperature 100 celsius. Procedure: To 5-bromo-3-(1,1-dioxidotetrahydro-2H-thiopyran-4-yl)-1H-indole-7-carboxamide (80 mg, 0.216 mmol) in dioxane and water (4 mL/1 mL) was added (3-formylphenyl)boronic acid (45 mg), Pd(PPh3)4 (25 mg) and K2CO3 (104 mg). The reaction mixture was redissolved in DMSO (2 mL). To the resultant mixture zinc chloride (30 mg), NaCNBH3 (30 mg) and (2s)-3-methyl-2-butanamine (50 mg) were added. The mixture was heated to 100° C. for 30 minutes by microwave irradiation and purified by HPLC with TFA to afford ... As a reaction SMILES: Br[C:2]1[CH:3]=[C:4]2[C:8](=[C:9]([C:11]([NH2:13])=[O:12])[CH:10]=1)[NH:7][CH:6]=[C:5]2[CH:14]1[CH2:19][CH2:18][S:17](=[O:21])(=[O:20])[CH2:16][CH2:15]1.[CH:22]([C:24]1[CH:25]=[C:26](B(O)O)[CH:27]=[CH:28][CH:29]=1)=O.C([O-])([O-])=O.[K+].[K+].[BH3-]C#N.[Na+].[CH3:43][CH:44]([CH3:48])[C@@H:45]([NH2:47])[CH3:46]>O1CCOCC1.O.CS(C)=O.C1C=CC([P]([Pd]([P](C2C=CC=CC=2)(C2C=CC=CC=2)C2C=CC=CC=2)([P](C2C=CC=CC=2)(C2C=CC=CC=2)C2C=CC=CC=2)[P](C2C=CC=CC=2)(C2C=CC=CC=2)C2C=CC=CC=2)(C2C=CC=CC=2)C2C=CC=CC=2)=CC=1.[Cl-].[Zn+2].[Cl-]>[CH3:46][C@H:45]([NH:47][CH2:22][C:24]1[CH:25]=[C:26]([C:2]2[CH:3]=[C:4]3[C:8](=[C:9]([C:11]([NH2:13])=[O:12])[CH:10]=2)[NH:7][CH:6]=[C:5]3[CH:14]2[CH2:19][CH2:18][S:17](=[O:21])(=[O:20])[CH2:16][CH2:15]2)[CH:27]=[CH:28][CH:29]=1)[CH:44]([CH3:48])[CH3:43] |f:2.3.4,5.6,12.13.14,^1:63,65,84,103|. Yields the product C[C@@H](C(C)C)NCC=1C=C(C=CC1)C=1C=C2C(=CNC2=C(C1)C(=O)N)C1CCS(CC1)(=O)=O (5-[3-({[(1S)-1,2-Dimethylpropyl]amino}methyl)phenyl]-3-(1,1-dioxidotetrahydro-2H-thiopyran-4-yl)-1H-indole-7-carboxamide). Isolated yield 15.8%.